describe an organic reaction: reactants, conditions, products, and yield From a dataset of the Open Reaction Database (ORD), a public repository of structured organic reaction records. Reactants: ClC1=C(C=C(C(=C1)Cl)O)N1N=NN(C1=O)CCC (1-(2,4-dichloro-5-hydroxyphenyl)-1,4-dihydro-4-propyl-5H-tetrazol-5-one), C(C#CC)O (2-butyn-1-ol), C1(CCCCC1)N=C=NC1CCCCC1 (dicyclohexylcarbodiimide). Run in C(C)#N (acetonitrile). The product is ClC1=C(C=C(C(=C1)Cl)OCC#CC)N1N=NN(C1=O)CCC (1-[2,4-dichloro-5-(2-butynyloxy)phenyl]-1,4-dihydro-4-propyl-5H-tetrazol-5-one). The yield is 20.7%. As a reaction SMILES: [Cl:1][C:2]1[CH:7]=[C:6]([Cl:8])[C:5]([OH:9])=[CH:4][C:3]=1[N:10]1[C:14](=[O:15])[N:13]([CH2:16][CH2:17][CH3:18])[N:12]=[N:11]1.[CH2:19](O)[C:20]#[C:21][CH3:22].C1(N=C=NC2CCCCC2)CCCCC1>C(#N)C>[Cl:1][C:2]1[CH:7]=[C:6]([Cl:8])[C:5]([O:9][CH2:19][C:20]#[C:21][CH3:22])=[CH:4][C:3]=1[N:10]1[C:14](=[O:15])[N:13]([CH2:16][CH2:17][CH3:18])[N:12]=[N:11]1. Reported procedure: To a stirred solution of 0.5 g (0.0017 mole) of 1-(2,4-dichloro-5-hydroxyphenyl)-1,4-dihydro-4-propyl-5H-tetrazol-5-one (Example 10, Step A) and 0.15 g (0.0021 mole) of 2-butyn-1-ol in 5 mL of acetonitrile was added 0.33 g (0.0016 mole) of dicyclohexylcarbodiimide. The reaction mixture was heated at reflux temperature for 4 days, cooled to room temperature, and filtered. The filtrate was washed with 10 mL of a 10% aqueous sodium hydroxide solution, diluted with methylene chloride, and washed wit... Reaction SMILES: [CH3:1][O:2][C:3]([CH2:4][C:5](=[O:6])[NH:7][c:8]1[cH:9][cH:10][c:11]([CH:14]=[CH:15][c:16]2[cH:17][c:18]([F:22])[cH:19][cH:20][cH:21]2)[cH:12][cH:13]1)=[O:23].[CH3:25][OH:26].[NH3:24]>>[O:2]=[C:3]([CH2:4][C:5](=[O:6])[NH:7][c:8]1[cH:9][cH:10][c:11]([CH:14]=[CH:15][c:16]2[cH:17][c:18]([F:22])[cH:19][cH:20][cH:21]2)[cH:12][cH:13]1)[NH2:24]. Reactants: COC(=O)CC(=O)Nc1ccc(C=Cc2cccc(F)c2)cc1, CO, N. The product is NC(=O)CC(=O)Nc1ccc(C=Cc2cccc(F)c2)cc1.